From a dataset of the Open Reaction Database (ORD), a public repository of structured organic reaction records. describe an organic reaction: reactants, conditions, products, and yield Reactants: N(=[N+]=[N-])C1=C(C=CC=C1)F (1-azido-2-fluorobenzene), COCC#C[Si](C)(C)C ((3-methoxy-1-propynyl)-trimethylsilane), C(CCC)[Sn](C#CC)(CCCC)CCCC (tributyl (1-propynyl)tin). Reaction SMILES: [N:1]([C:4]1[CH:9]=[CH:8][CH:7]=[CH:6][C:5]=1[F:10])=[N+:2]=[N-:3].[CH3:11][O:12][CH2:13][C:14]#[C:15][Si:16]([CH3:19])([CH3:18])[CH3:17].C([Sn](CCCC)(CCCC)C#CC)CCC>>[F:10][C:5]1[CH:6]=[CH:7][CH:8]=[CH:9][C:4]=1[N:1]1[C:14]([CH2:13][O:12][CH3:11])=[C:15]([Si:16]([CH3:19])([CH3:18])[CH3:17])[N:3]=[N:2]1. Reported procedure: A reaction was carried out by the method mentioned in Example 8-2 except that 1-azido-2-fluorobenzene was used in place of 1-azido-2-chlorobenzene used in Example 1-2 and that (3-methoxy-1-propynyl)-trimethylsilane prepared in the above 1) was used in place of tributyl (1-propynyl)tin used in Example 8-2 to give the title compound. Yields the product FC1=C(C=CC=C1)N1N=NC(=C1COC)[Si](C)(C)C (1-(2-fluorophenyl)-5-methoxymethyl-4-trimethylsilanyl-1H-[1,2,3]triazole). Starting materials: Cl (hydrochloric acid), C1(=CC=CC=C1)N1C(CC2=CC=CC=C12)=O (1-phenyl-1,3-dihydro-indol-2-one), [OH-].[Na+] (sodium hydroxide), solution, C(CCC)[Li] (butyllithium), C1CCCCC1 (cyclohexane), COC(OC)=O (dimethylcarbonate). Reaction conditions: temperature 67 celsius, time 2 hour. The yield is 74.5%. As a reaction SMILES: [C:1]1([N:7]2[C:15]3[C:10](=[CH:11][CH:12]=[CH:13][CH:14]=3)[CH2:9][C:8]2=[O:16])[CH:6]=[CH:5][CH:4]=[CH:3][CH:2]=1.[OH-:17].[Na+].C([Li])CCC.C1CCCCC1.[CH3:30][O:31][C:32](=O)[O:33]C.Cl>O1CCCC1.O>[CH3:30][O:31][C:32]([N:7]([C:1]1[CH:6]=[CH:5][CH:4]=[CH:3][CH:2]=1)[C:15]1[CH:14]=[CH:13][CH:12]=[CH:11][C:10]=1[CH2:9][C:8]([OH:16])=[O:17])=[O:33] |f:1.2|. Solvent: O (water), O1CCCC1 (tetrahydrofuran), O1CCCC1 (tetrahydrofuran). Yields the product COC(=O)N(C1=C(C=CC=C1)CC(=O)O)C1=CC=CC=C1 ([2-(Methoxycarbonyl-phenyl-amino)-phenyl]-acetic acid). Procedure: A mixture of 1-phenyl-1,3-dihydro-indol-2-one (80 g, 382 mmol), sodium hydroxide (16.06 g, 402 mmol) and tetrahydrofuran (113 ml) is heated to reflux (67° C.) for S hours. The solution is diluted with another portion of tetrahydrofuran (169 ml) and cooled to −10° C. A 20% solution of butyllithium in cyclohexane (122.3 g, 382 mmol) is added at this temperature followed by dimethylcarbonate (51.7 g, 573 mmol). Afterwards, the solution is stirred at −10° C. for 2 hours. Concentrated hydrochloric ac...